From a dataset of the Open Reaction Database (ORD), a public repository of structured organic reaction records. describe an organic reaction: reactants, conditions, products, and yield The reactants are [H-], [H][H], O=[N+]([O-])c1ccc(F)cc1, [Na+], CN(C)C=O, OCCOc1ccccn1. Product: O=[N+]([O-])c1ccc(OCCOc2ccccn2)cc1. Reaction SMILES: [H-:1].[H:13][H:14].[N+:15](=[O:16])([O-:17])[c:18]1[cH:19][cH:20][c:21]([F:24])[cH:22][cH:23]1.[Na+:2].[O:25]=[CH:26][N:27]([CH3:28])[CH3:29].[n:3]1[c:4]([O:9][CH2:10][CH2:11][OH:12])[cH:5][cH:6][cH:7][cH:8]1>>[n:3]1[c:4]([O:9][CH2:10][CH2:11][O:12][c:21]2[cH:20][cH:19][c:18]([N+:15](=[O:16])[O-:17])[cH:23][cH:22]2)[cH:5][cH:6][cH:7][cH:8]1. Starting materials: CC(=O)NCCNc1cc(NC(=O)CCl)nc(-c2ccccc2)n1, C1CCOC1, CC#N, CCN(C(C)C)C(C)C, [Cl-], Clc1cccc(OC2CC[NH2+]CC2)c1, [I-], [Na+]. The product is CC(=O)NCCNc1cc(NC(=O)CN2CCC(Oc3cccc(Cl)c3)CC2)nc(-c2ccccc2)n1. RXN SMILES: [C:3]([CH3:4])(=[O:5])[NH:6][CH2:7][CH2:8][NH:9][c:10]1[cH:11][c:12]([NH:22][C:23]([CH2:24][Cl:25])=[O:26])[n:13][c:14](-[c:16]2[cH:17][cH:18][cH:19][cH:20][cH:21]2)[n:15]1.[CH2:51]1[O:52][CH2:53][CH2:54][CH2:55]1.[CH3:56][C:57]#[N:58].[CH:42]([N:43]([CH2:44][CH3:45])[CH:46]([CH3:47])[CH3:48])([CH3:49])[CH3:50].[Cl-:27].[Cl:28][c:29]1[cH:30][c:31]([O:32][CH:33]2[CH2:34][CH2:35][NH2+:36][CH2:37][CH2:38]2)[cH:39][cH:40][cH:41]1.[I-:2].[Na+:1]>>[C:3]([CH3:4])(=[O:5])[NH:6][CH2:7][CH2:8][NH:9][c:10]1[cH:11][c:12]([NH:22][C:23]([CH2:24][N:36]2[CH2:35][CH2:34][CH:33]([O:32][c:31]3[cH:30][c:29]([Cl:28])[cH:41][cH:40][cH:39]3)[CH2:38][CH2:37]2)=[O:26])[n:13][c:14](-[c:16]2[cH:17][cH:18][cH:19][cH:20][cH:21]2)[n:15]1. Starting materials: COc1ccccc1CC(=O)N1C(=O)OC(c2ccccc2)C1C, CI, CCOC(C)=O, C1CCOC1. The product is COc1ccccc1C(C)C(=O)N1C(=O)OC(c2ccccc2)C1C. Reaction SMILES: [CH3:1][CH:2]1[N:3]([C:14]([CH2:15][c:16]2[c:17]([O:22][CH3:23])[cH:18][cH:19][cH:20][cH:21]2)=[O:24])[C:4](=[O:13])[O:5][CH:6]1[c:7]1[cH:8][cH:9][cH:10][cH:11][cH:12]1.[CH3:25][I:26].[CH3:32][CH2:33][O:34][C:35](=[O:36])[CH3:37].[O:27]1[CH2:28][CH2:29][CH2:30][CH2:31]1>>[CH3:1][CH:2]1[N:3]([C:14]([CH:15]([c:16]2[c:17]([O:22][CH3:23])[cH:18][cH:19][cH:20][cH:21]2)[CH3:25])=[O:24])[C:4](=[O:13])[O:5][CH:6]1[c:7]1[cH:8][cH:9][cH:10][cH:11][cH:12]1. The reactants are COc1cc(Br)ccc1[N+](=O)[O-], C=C[Sn](CCCC)(CCCC)CCCC, Cc1ccccc1. Yields the product C=Cc1ccc([N+](=O)[O-])c(OC)c1. RXN SMILES: [Br:1][c:2]1[cH:3][c:4]([O:11][CH3:12])[c:5]([N+:8](=[O:9])[O-:10])[cH:6][cH:7]1.[CH2:13]([CH2:14][CH2:26][CH3:27])[Sn:15]([CH2:16][CH2:17][CH2:18][CH3:19])([CH2:20][CH2:21][CH2:22][CH3:23])[CH:24]=[CH2:25].[CH3:28][c:29]1[cH:30][cH:31][cH:32][cH:33][cH:34]1>>[c:2]1([CH:13]=[CH2:14])[cH:3][c:4]([O:11][CH3:12])[c:5]([N+:8](=[O:9])[O-:10])[cH:6][cH:7]1. Reactants: N1=C(C=NC=C1)NC(=O)NC1=CC=NC2=CC=CC=C12 (1-(Pyrazin-2-yl)-3-(quinolin-4-yl)urea), BrNC(CCC(=O)N)=O (N-bromosuccinamide). The solvent is C(C)#N (acetonitrile). Yields the product BrC=1C=NC2=CC=CC=C2C1NC(=O)NC1=NC=CN=C1 (1-(3-Bromoquinolin-4-yl)-3-(pyrazin-2-yl)urea). Isolated yield 79.0%. RXN SMILES: [N:1]1[CH:6]=[CH:5][N:4]=[CH:3][C:2]=1[NH:7][C:8]([NH:10][C:11]1[C:20]2[C:15](=[CH:16][CH:17]=[CH:18][CH:19]=2)[N:14]=[CH:13][CH:12]=1)=[O:9].[Br:21]NC(=O)CCC(N)=O>C(#N)C>[Br:21][C:12]1[CH:13]=[N:14][C:15]2[C:20]([C:11]=1[NH:10][C:8]([NH:7][C:2]1[CH:3]=[N:4][CH:5]=[CH:6][N:1]=1)=[O:9])=[CH:19][CH:18]=[CH:17][CH:16]=2. Procedure details: 1-(Pyrazin-2-yl)-3-(quinolin-4-yl)urea (220 mg, 0.754 mmol) was dissolved in acetonitrile (3 mL) and N-bromosuccinamide was added (201 mg, 1.13 mmol). The resulting solution was heated at 80 C under microwave irradiation for 35 mins. The cooled solution was then partitioned between NaHCO3 solution and dichloromethane. The organic layer was separated, dried (MgSO4), filtered and concentrated to give the product. Yellow solid. Amount 204 mg. Yield 79%.